From a dataset of the Open Reaction Database (ORD), a public repository of structured organic reaction records. describe an organic reaction: reactants, conditions, products, and yield Reactants: NC(C(O)C1=CC=C(C=C1)F)CC1=CC(=CC=C1)OCC(F)(F)F ((1RS,2SR)-2-amino-1-(4-fluorophenyl)-3-(3-(2,2,2-trifluoroethoxy)phenyl)-1-propanol), FC1=CC=C(C2=CC=CC=C12)C(=O)O (4-fluoronaphthalenecarboxylic acid), Cl.C(C)N=C=NCCCN(C)C (1-ethyl-3-(3-dimethylaminopropyl)carbodiimide hydrochloride), ON1N=NC2=C1C=CC=C2 (1-hydroxy-1H-benzotriazole). Solvent: O (water), C(C)#N (acetonitrile). Run at time 8 hour. The product is FC1=CC=C(C=C1)C(C(CC1=CC(=CC=C1)OCC(F)(F)F)NC(=O)C1=CC=C(C2=CC=CC=C12)F)O (N-((1RS,2SR)-2-(4-fluorophenyl)-2-hydroxy-1-((3-(2,2,2-trifluoroethoxy)phenyl)methyl)ethyl)-4-fluoro-1-naphthalenecarboxamide). Isolated yield 75.4%. RXN SMILES: [NH2:1][CH:2]([CH2:12][C:13]1[CH:18]=[CH:17][CH:16]=[C:15]([O:19][CH2:20][C:21]([F:24])([F:23])[F:22])[CH:14]=1)[CH:3]([C:5]1[CH:10]=[CH:9][C:8]([F:11])=[CH:7][CH:6]=1)[OH:4].[F:25][C:26]1[C:35]2[C:30](=[CH:31][CH:32]=[CH:33][CH:34]=2)[C:29]([C:36](O)=[O:37])=[CH:28][CH:27]=1.Cl.C(N=C=NCCCN(C)C)C.ON1C2C=CC=CC=2N=N1>C(#N)C.O>[F:11][C:8]1[CH:7]=[CH:6][C:5]([CH:3]([OH:4])[CH:2]([NH:1][C:36]([C:29]2[C:30]3[C:35](=[CH:34][CH:33]=[CH:32][CH:31]=3)[C:26]([F:25])=[CH:27][CH:28]=2)=[O:37])[CH2:12][C:13]2[CH:18]=[CH:17][CH:16]=[C:15]([O:19][CH2:20][C:21]([F:24])([F:22])[F:23])[CH:14]=2)=[CH:10][CH:9]=1 |f:2.3|. Procedure details: To a solution of (1RS,2SR)-2-amino-1-(4-fluorophenyl)-3-(3-(2,2,2-trifluoroethoxy)phenyl)-1-propanol (181 mg, 0.53 mmol) in acetonitrile (20 ml) were added 4-fluoronaphthalenecarboxylic acid (100 mg, 0.53 mmol), 1-ethyl-3-(3-dimethylaminopropyl)carbodiimide hydrochloride (151 mg, 0.79 mmol) and 1-hydroxy-1H-benzotriazole (81 mg, 0.53 mmol) and the mixture was stirred overnight at room temperature. The reaction solution was diluted with water (100 ml) and extracted with ethyl acetate (100 ml×2). ... The reactants are NCCCCCO (5-amino-1-pentanol), C(=O)(OCC)N1C(C=2C(C1=O)=CC=CC2)=O (N-carboethoxyphthalimide). Run in C1=CC=CC=C1 (benzene). Run at time 5 hour. Yields the product C1(C=2C(C(N1CCCCCO)=O)=CC=CC2)=O (5-Phthalimido-1-pentanol). Isolated yield 0.1%. RXN SMILES: [NH2:1][CH2:2][CH2:3][CH2:4][CH2:5][CH2:6][OH:7].C(N1[C:17](=[O:18])[C:16]2=[CH:19][CH:20]=[CH:21][CH:22]=[C:15]2[C:14]1=[O:23])(OCC)=O>C1C=CC=CC=1>[C:14]1(=[O:23])[N:1]([CH2:2][CH2:3][CH2:4][CH2:5][CH2:6][OH:7])[C:17](=[O:18])[C:16]2=[CH:19][CH:20]=[CH:21][CH:22]=[C:15]12. Reported procedure: To a solution of 5-amino-1-pentanol (5.00 g, 48.5 mmol) in benzene (150 mL) was added N-carboethoxyphthalimide (11.0 g, 50.2 mmol) and the solution was stirred at room temperature for 5 h). The solvents were removed under reduced pressure to yield a yellow oil. Purification by flash column chromatography using 25% ethyl acetate in petroleum ether yielded the target compound as a clear colorless oil (9.6 mg, 84%). The product is CCOC(=O)C(Cc1ccc(OCc2ccccc2)cc1)Oc1ccc(Cl)cc1. The reactants are O=C([O-])[O-], CCOC(=O)C(Cc1ccc(OCc2ccccc2)cc1)OS(C)(=O)=O, CN(C)C=O, [K+], [K+], Oc1ccc(Cl)cc1. As a reaction SMILES: [C:35](=[O:36])([O-:37])[O-:38].[CH2:1]([c:2]1[cH:3][cH:4][cH:5][cH:6][cH:7]1)[O:8][c:9]1[cH:10][cH:11][c:12]([CH2:15][CH:16]([C:17](=[O:18])[O:19][CH2:20][CH3:21])[O:22][S:23]([CH3:24])(=[O:25])=[O:26])[cH:13][cH:14]1.[CH3:41][N:42]([CH3:43])[CH:44]=[O:45].[K+:39].[K+:40].[OH:27][c:28]1[cH:29][cH:30][c:31]([Cl:32])[cH:33][cH:34]1>>[CH2:1]([c:2]1[cH:3][cH:4][cH:5][cH:6][cH:7]1)[O:8][c:9]1[cH:10][cH:11][c:12]([CH2:15][CH:16]([C:17](=[O:18])[O:19][CH2:20][CH3:21])[O:22][c:28]2[cH:29][cH:30][c:31]([Cl:32])[cH:33][cH:34]2)[cH:13][cH:14]1. Conditions: time 24 hour. Starting materials: Cl.C(C)(=O)OCC (hydrochloric acid ethyl acetate), C(C)(C)(C)OC(=O)N([C@@H](C(OC)=O)C(=O)NC)C (N2-(t-butoxycarbonyl)-N,N2,O-trimethyl-3-oxoserinamide), C(C)(C)(C)OC(=O)N([C@@H](C(OC)=O)C(=O)NC)C (N2-(t-butoxycarbonyl)-N,N2,O-trimethyl-3-oxoserinamide). Yield: 84.0%. Run in C(C)(=O)OCC (ethyl acetate). Reaction SMILES: [ClH:1].C(OCC)(=O)C.C(O[C:13]([N:15](C)[C@H:16]([C:21]([NH:23][CH3:24])=[O:22])[C:17](=[O:20])[O:18][CH3:19])=O)(C)(C)C>C(OCC)(=O)C>[ClH:1].[CH3:24][NH:23][C:21](=[O:22])[C@H:16]([C:17](=[O:20])[O:18][CH3:19])[NH:15][CH3:13] |f:0.1,4.5|. Product: Cl.CNC([C@@H](NC)C(OC)=O)=O (N,N2,O-trimethyl-3-oxoserinamide hydrochloride). Reported procedure: A 4.0 mol/L-hydrochloric acid-ethyl acetate solution (0.13 L) was added to an ethyl acetate (0.19 L) solution of N2-(t-butoxycarbonyl)-N,N2,O-trimethyl-3-oxoserinamide (Intermediate 4-2, 62 g), and the mixture was stirred for 24 hours at room temperature. The precipitated solid was filtered off, and washed with ethyl acetate to obtain N,N2,O-trimethyl-3-oxoserinamide hydrochloride (Intermediate 5-2, white solid) (39 g, 84%).